This data is from the Open Reaction Database (ORD), a public repository of structured organic reaction records. The task is: describe an organic reaction: reactants, conditions, products, and yield Starting materials: ( 30 ), C(C)N1CCC(=CC1)C=1C(=C(C(=O)N)C=CC1)F (3-(1-ethyl-1,2,3,6-tetrahydropyridin-4-yl)-2-fluorobenzamide), ( 34 ), Cl (hydrochloric acid), ( 26 ). Reagents/catalysts: [Pd] (palladium on carbon). Run in CO (methanol). Product: C(C)N1CCC(CC1)C=1C(=C(C(=O)N)C=CC1)F (3-(1-ETHYLPIPERIDIN-4-YL)-2-FLUOROBENZAMIDE). Reaction SMILES: [CH2:1]([N:3]1[CH2:8][CH:7]=[C:6]([C:9]2[C:10]([F:18])=[C:11]([CH:15]=[CH:16][CH:17]=2)[C:12]([NH2:14])=[O:13])[CH2:5][CH2:4]1)[CH3:2].Cl>[Pd].CO>[CH2:1]([N:3]1[CH2:4][CH2:5][CH:6]([C:9]2[C:10]([F:18])=[C:11]([CH:15]=[CH:16][CH:17]=2)[C:12]([NH2:14])=[O:13])[CH2:7][CH2:8]1)[CH3:2]. Reported procedure: Preparation according to preparation 18: 3-(1-ethyl-1,2,3,6-tetrahydropyridin-4-yl)-2-fluorobenzamide (0.75 g, 3.0 mmol), methanol (20 ml), palladium on carbon (0.2 g) and hydrochloric acid (0.2 ml, conc.). Yield: 0.57 g. MS m/z (relative intensity, 70 eV) 250 (M+, 48), 249 (26), 236 (34), 235 (bp), 109 (30). The reactants are C(C)OC(=O)C1(C(CCC1)=O)CC1=CC=C(C=C1)C(C(=O)OCC)C (ethyl 2-[4-(1-ethoxycarbonyl-2-oxocyclopentan-1-ylmethyl)phenyl]propionate), Br (hydrobromic acid). Solvent: O1CCOCC1 (dioxane). The product is O=C1C(CCC1)CC1=CC=C(C=C1)C(C(=O)O)C (2-[4-(2-Oxocyclopentan-1-ylmethyl)phenyl]-propionic Acid). Yield: 92.1%. RXN SMILES: C(OC([C:6]1([CH2:12][C:13]2[CH:18]=[CH:17][C:16]([CH:19]([CH3:25])[C:20]([O:22]CC)=[O:21])=[CH:15][CH:14]=2)[CH2:10][CH2:9][CH2:8][C:7]1=[O:11])=O)C.Br>O1CCOCC1>[O:11]=[C:7]1[CH2:8][CH2:9][CH2:10][CH:6]1[CH2:12][C:13]1[CH:14]=[CH:15][C:16]([CH:19]([CH3:25])[C:20]([OH:22])=[O:21])=[CH:17][CH:18]=1. Procedure: Twenty grams of ethyl 2-[4-(1-ethoxycarbonyl-2-oxocyclopentan-1-ylmethyl)phenyl]propionate was dissolved in 30 ml of dioxane and 100 ml of 47% hydrobromic acid and the solution was refluxed for 6 hours. The reaction mixture was then extracted with ether, the extract was washed with water, dried over anhydrous sodium sulfate, and the solvent removed by distillation to give an yellow oily substance. The product was subjected to a vacuum distillation to yield 13.1 g of the desired compound as a col... The reactants are CC(=O)C (acetone), ClC=1C(=NC=CN1)N1CCN(CC1)CCN(S(=O)(=O)C=1C(=NN(C1)C)C)C (1,3-dimethyl-1H-pyrazole-4-sulfonic acid [2-(3′-chloro-2,3,5,6-tetrahydro-[1,2′]bipyrazinyl-4-yl)-ethyl]-methyl-amide), C([O-])([O-])=O.[K+].[K+] (potassium carbonate), COCC1=CC=C(C=C1)B(O)O (4-methoxymethylphenyl boronic acid). Reagents/catalysts: C=1C=CC(=CC1)[P](C=2C=CC=CC2)(C=3C=CC=CC3)[Pd]([P](C=4C=CC=CC4)(C=5C=CC=CC5)C=6C=CC=CC6)([P](C=7C=CC=CC7)(C=8C=CC=CC8)C=9C=CC=CC9)[P](C=1C=CC=CC1)(C=1C=CC=CC1)C=1C=CC=CC1 (tetrakis(triphenylphosphine)palladium). The solvent is C(C)(=O)OCC (ethyl acetate), O (water), CC(=O)N(C)C.O (DMA H2O). Run at temperature 110 celsius. Yields the product Cl.COCC1=CC=C(C=C1)C=1C(=NC=CN1)N1CCN(CC1)CCN(S(=O)(=O)C=1C(=NN(C1)C)C)C (1,3-Dimethyl-1H-pyrazole-4-sulfonic acid {2-[3′-(4-methoxymethyl-phenyl)-2,3,5,6-tetrahydro-[1,2′]bipyrazinyl-4-yl]-ethyl}-methyl-amide hydrochloride). The yield is 52.1%. RXN SMILES: [Cl:1][C:2]1[C:3]([N:8]2[CH2:13][CH2:12][N:11]([CH2:14][CH2:15][N:16]([CH3:27])[S:17]([C:20]3[C:21]([CH3:26])=[N:22][N:23]([CH3:25])[CH:24]=3)(=[O:19])=[O:18])[CH2:10][CH2:9]2)=[N:4][CH:5]=[CH:6][N:7]=1.[CH3:28][O:29][CH2:30][C:31]1[CH:36]=[CH:35][C:34](B(O)O)=[CH:33][CH:32]=1.C(=O)([O-])[O-].[K+].[K+].CC(C)=O>CC(N(C)C)=O.O.C(OCC)(=O)C.O.C1C=CC([P]([Pd]([P](C2C=CC=CC=2)(C2C=CC=CC=2)C2C=CC=CC=2)([P](C2C=CC=CC=2)(C2C=CC=CC=2)C2C=CC=CC=2)[P](C2C=CC=CC=2)(C2C=CC=CC=2)C2C=CC=CC=2)(C2C=CC=CC=2)C2C=CC=CC=2)=CC=1>[ClH:1].[CH3:28][O:29][CH2:30][C:31]1[CH:36]=[CH:35][C:34]([C:2]2[C:3]([N:8]3[CH2:13][CH2:12][N:11]([CH2:14][CH2:15][N:16]([CH3:27])[S:17]([C:20]4[C:21]([CH3:26])=[N:22][N:23]([CH3:25])[CH:24]=4)(=[O:19])=[O:18])[CH2:10][CH2:9]3)=[N:4][CH:5]=[CH:6][N:7]=2)=[CH:33][CH:32]=1 |f:2.3.4,6.7,11.12,^1:67,69,88,107|. Reported procedure: Dissolve 1,3-dimethyl-1H-pyrazole-4-sulfonic acid [2-(3′-chloro-2,3,5,6-tetrahydro-[1,2′]bipyrazinyl-4-yl)-ethyl]-methyl-amide (270 mg, 0.652 mmol) in DMA-H2O (10 ml; 3:1 v/v, previously degassed with nitrogen). Add 4-methoxymethylphenyl boronic acid (130 mg, 0.783 mmol), potassium carbonate (216 mg, 1.56 mmol) and tetrakis(triphenylphosphine)palladium (38 mg, 0.0326 mmol). Heat the reaction mixture at 110° C. for 18 hr. Cool and dilute with ethyl acetate and water. Extract the aqueous layer wit... Starting materials: C(C(C)C)(=O)N[C@@H](CSC(C1=CC=CC=C1)(C1=CC=CC=C1)C1=CC=CC=C1)C(=O)O (N-isobutyryl-S-trityl-L-cysteine), Cl.C(C)(=O)SCCN (S-acetylcysteamine hydrochloride). Yields the product C(C(C)C)(=O)N[C@@H](CSC(C1=CC=CC=C1)(C1=CC=CC=C1)C1=CC=CC=C1)C(=O)NCCSC(C)=O (N-(N-isobutyryl-S-trityl-L-cysteinyl)-S-acetylcysteamine), AcOEt petroleum ether. Isolated yield 60.0%. As a reaction SMILES: [C:1]([NH:6][C@H:7]([C:29]([OH:31])=O)[CH2:8][S:9][C:10]([C:23]1[CH:28]=[CH:27][CH:26]=[CH:25][CH:24]=1)([C:17]1[CH:22]=[CH:21][CH:20]=[CH:19][CH:18]=1)[C:11]1[CH:16]=[CH:15][CH:14]=[CH:13][CH:12]=1)(=[O:5])[CH:2]([CH3:4])[CH3:3].Cl.[C:33]([S:36][CH2:37][CH2:38][NH2:39])(=[O:35])[CH3:34]>>[C:1]([NH:6][C@H:7]([C:29]([NH:39][CH2:38][CH2:37][S:36][C:33](=[O:35])[CH3:34])=[O:31])[CH2:8][S:9][C:10]([C:23]1[CH:24]=[CH:25][CH:26]=[CH:27][CH:28]=1)([C:17]1[CH:22]=[CH:21][CH:20]=[CH:19][CH:18]=1)[C:11]1[CH:16]=[CH:15][CH:14]=[CH:13][CH:12]=1)(=[O:5])[CH:2]([CH3:3])[CH3:4] |f:1.2|. Procedure details: The coupling reaction of 13 (3.93 mmol) with S-acetylcysteamine hydrochloride is carried out according to method B described in the first synthetic route (example 1). After the various treatments, the expected compound is isolated by flash chromatography on a silica gel column (eluent: AcOEt/petroleum ether 60%). 14 is collected in the form of a colorless foam with a yield of 67%. Rf (AcOEt/petroleum ether, 6/4): 0.5. [α]D20=+9.3° (c 0.97, CHCl3). Reactants: P(O)(=O)(OP(=O)(O)OP(=O)(O)O)OC[C@@H]1[C@H]([C@H]([C@@H](O1)N1C=NC=2C(N)=NC=NC12)O)N (3'-Amino-3'-deoxyadenosine 5'-triphosphate), C([O-])([O-])=O.[K+].[K+] (potassium carbonate), C(C)(=O)ON1C(C(CC1=O)S(=O)(=O)O)=O.[Na] (Sodium sulfosuccinimidyl acetate). Run in O (water), CS(=O)C (dimethylsulfoxide). The product is P(O)(=O)(OP(=O)(O)OP(=O)(O)O)OC[C@@H]1[C@H]([C@H]([C@@H](O1)N1C=NC=2C(N)=NC=NC12)O)NC(C)=O (3'-Acetylamino-3'-deoxyadenosine 5'-triphosphate). Yield: 11.9%. Reaction SMILES: [P:1]([O:13][CH2:14][C@H:15]1[O:19][C@@H:18]([N:20]2[C:29]3[N:28]=[CH:27][N:26]=[C:24]([NH2:25])[C:23]=3[N:22]=[CH:21]2)[C@H:17]([OH:30])[C@@H:16]1[NH2:31])([O:4][P:5]([O:8][P:9]([OH:12])([OH:11])=[O:10])([OH:7])=[O:6])(=[O:3])[OH:2].C(=O)([O-])[O-].[K+].[K+].[C:38](ON1C(=O)CC(S(O)(=O)=O)C1=O)(=[O:40])[CH3:39].[Na]>O.CS(C)=O>[P:1]([O:13][CH2:14][C@H:15]1[O:19][C@@H:18]([N:20]2[C:29]3[N:28]=[CH:27][N:26]=[C:24]([NH2:25])[C:23]=3[N:22]=[CH:21]2)[C@H:17]([OH:30])[C@@H:16]1[NH:31][C:38](=[O:40])[CH3:39])([O:4][P:5]([O:8][P:9]([OH:11])([OH:12])=[O:10])([OH:7])=[O:6])(=[O:2])[OH:3] |f:1.2.3,4.5,^1:52|. Procedure: 3'-Amino-3'-deoxyadenosine 5'-triphosphate (15 mg, 26 mmol) and potassium carbonate (21 mg, 0.13 mmol) were dissolved in 2 ml of water. Sodium sulfosuccinimidyl acetate (36 mg, 0.13 mmol; Pierce Chemical, Rockford, Ill.) in 0.2 ml of dimethylsulfoxide (DMSO) was added at 0° C., and the reaction was allowed to proceed at room temperature for twenty-four hours. The product was purified by repeated injections on HPLC using a Synchropak RP-100 column (1×25 cm) applying a linear gradient of acetonitr...